From a dataset of the Open Reaction Database (ORD), a public repository of structured organic reaction records. describe an organic reaction: reactants, conditions, products, and yield Conditions: temperature 100 celsius. Solvent: C1COCCO1. Starting materials: CNC(=O)C1=C(C=CC=C1OC)N, CC1=NN(C=C1NC2=NC=C(C(=C2)I)C(F)(F)F)C. Isolated yield 75.0%. The reagents and catalysts are C(=O)([O-])[O-].[Cs+].[Cs+], CC1(C2=C(C(=CC=C2)P(C3=CC=CC=C3)C4=CC=CC=C4)OC5=C1C=CC=C5P(C6=CC=CC=C6)C7=CC=CC=C7)C, CC(=O)O.CC(=O)O.[Pd]. Yields the product CC1=NN(C=C1NC2=NC=C(C(=C2)NC3=C(C(=CC=C3)OC)C(=O)NC)C(F)(F)F)C. Reported procedure: A suspension of 2-amino-6-methoxy-N-methylbenzamide (9.55 g, 52.99 mmol), N-(1,3-dimethyl-1H-pyrazol-4-yl)-4-iodo-5-(trifluoromethyl)pyridin-2-amine (13.5 g, 35.33 mmol), diacetoxypalladium (0.397 g, 1.77 mmol), (9,9-dimethyl-9H-xanthene-4,5-diyl)bis(diphenylphosphine) (2.044 g, 3.53 mmol) and cesium carbonate (20.72 g, 63.59 mmol) in dioxane (150 mL) was degassed with argon, which was also let to bubble for 10 minutes then stirred at 100 °C overnight (yellow-ish dense suspension turning grey li... Reactants: solution, [OH-].[Na+] (sodium hydroxid), NC1=C(C=CC=C1)S (2-aminothiophenol), A-2333378, [Sn](Cl)Cl (tin(II) chloride), CN(C1=CC(=C(C=O)C=C1)[N+](=O)[O-])C (4-dimethylamino-2-nitro-benzaldehyde), S1C(=NC2=C1C=CC=C2)C2=C(C=C(C=C2)N(C)C)[N+](=O)[O-] ((4-benzthiazol-2-yl-3-nitro-phenyl)-dimethylamin), S1C(=NC2=C1C=CC=C2)C2=C(C=C(C=C2)N(C)C)[N+](=O)[O-] ((4-benzthiazol-2-yl-3-nitro-phenyl)-dimethylamin). Reaction conditions: time 30 minute. Procedure: Starting from 2-aminothiophenol and 4-dimethylamino-2-nitro-benzaldehyde, (4-benzthiazol-2-yl-3-nitro-phenyl)-dimethylamin is prepared in analogy to the procedure described in example 1 of DE-A-2333378. b) In a 250 ml three-necked flask equipped with magnetic stirrer, thermometer, reflux condenser and nitrogen inlet, 15.25 g of (78.8 mmol) anhydrous tin(II) chloride are dissolved in 40 ml of 37% hydrochloric acid, and 6.94 g (23.2 mmol) of (4-benzthiazol-2-yl-3-nitro-phenyl)-dimethylamin (produc... Yields the product S1C(=NC2=C1C=CC=C2)C2=C(C=C(C=C2)N(C)C)N (4-benzthiazol-2-yl-N,N-dimethyl-benzene-1,3-diamin). RXN SMILES: NC1C=CC=CC=1S.CN(C)C1C=CC(C=O)=C([N+]([O-])=O)C=1.[S:23]1[C:27]2[CH:28]=[CH:29][CH:30]=[CH:31][C:26]=2[N:25]=[C:24]1[C:32]1[CH:37]=[CH:36][C:35]([N:38]([CH3:40])[CH3:39])=[CH:34][C:33]=1[N+:41]([O-])=O.[Sn](Cl)Cl.[OH-].[Na+]>Cl>[S:23]1[C:27]2[CH:28]=[CH:29][CH:30]=[CH:31][C:26]=2[N:25]=[C:24]1[C:32]1[CH:37]=[CH:36][C:35]([N:38]([CH3:39])[CH3:40])=[CH:34][C:33]=1[NH2:41] |f:4.5|. Run in Cl (hydrochloric acid). The reactants are NC=1NN=CC1 (3-amino-2H-pyrazole), FC1=CC=C(C(=O)OC(=CC2=CC=NC=C2)C2=CC=C(C=C2)F)C=C1 (1-(4-Fluorophenyl)-2-(4-pyridyl)vinyl 4-fluorobenzoate). The reagents and catalysts are Cl (HCl). Solvent: CCO (EtOH), C(Cl)(Cl)Cl (CHCl3), CO (MeOH). Product: FC1=CC=C(C=C1)C1=C2C(=NC(=C1C1=CC=NC=C1)C1=CC=C(C=C1)F)NN=C2 (4,6-Bis(4-fluorophenyl)-5-(4-pyridyl)-1H-pyrazolo[3,4-b]pyridine). Yield: 0.5%. Reaction SMILES: [NH2:1][C:2]1[NH:3][N:4]=[CH:5][CH:6]=1.FC1C=CC(C(O[C:15]([C:23]2[CH:28]=[CH:27][C:26]([F:29])=[CH:25][CH:24]=2)=[CH:16][C:17]2[CH:22]=[CH:21][N:20]=[CH:19][CH:18]=2)=O)=CC=1>CCO.Cl.C(Cl)(Cl)Cl.CO>[F:29][C:26]1[CH:25]=[CH:24][C:23]([C:15]2[C:16]([C:17]3[CH:18]=[CH:19][N:20]=[CH:21][CH:22]=3)=[C:15]([C:23]3[CH:28]=[CH:27][C:26]([F:29])=[CH:25][CH:24]=3)[N:1]=[C:2]3[NH:3][N:4]=[CH:5][C:6]=23)=[CH:28][CH:27]=1. Reported procedure: To a solution of 3-amino-2H-pyrazole (60 mg, 71.8 mmol) in EtOH (2 mL) and 1 drop of 37% HCl, 1-(4-fluorophenyl)-2-(4-pyridyl)vinyl 4-fluorobenzoate (0.22 g, 65.0 mmol, obtained in reference example 4) was added under argon atmosphere. This was heated to reflux for 3 days. The mixture was diluted with CHCl3 and MeOH. It was washed with saturated NaHCO3. The aqueous phase was extracted with CHCl3 (×2). The organic phase was dried over Na2SO4 and concentrated to dryness. The crude product obtained... The product is CN1CCN(CC1)C1=CC=C(C(=O)NC=2NN=C(C2)CCC2=CC=CC=C2)C=C1 (4-(4-methylpiperazin-1-yl)-N-(5-phenethyl-2H-pyrazol-3-yl)benzamide). The reactants are C(CC1=CC=CC=C1)C=1C=C(NN1)N (5-phenethyl-2H-pyrazol-3-amine), C(C(=O)Cl)(=O)Cl (Oxalyl chloride), CN1CCN(CC1)C1=CC=C(C(=O)O)C=C1 (4-(4-methylpiperazin-1-yl)benzoic acid), CCN(C(C)C)C(C)C (DIPEA). The reagents and catalysts are C(Cl)Cl (DCM). Procedure: Oxalyl chloride (2M in DCM, 250 μl, 0.50 mmol, 1.1 eq) was added dropwise to a mixture of 4-(4-methylpiperazin-1-yl)benzoic acid (100 mg, 0.45 mmol, 1 eq) in DCM (5 ml, containing a few drops of DMF) and DIPEA (171 μl, 0.95 mmol, 2.1 eq) at O° C. After stirring for 1 h at 0° C., a solution of 5-phenethyl-2H-pyrazol-3-amine (128 mg, 0.68 mmol, 1.5 eq) in DCM (2 ml) was added dropwise. The mixture was maintained at 0° C. for 2 h, then gradually allowed to warm to room temperature overnight. The mi... As a reaction SMILES: C(Cl)(=O)C(Cl)=O.[CH3:7][N:8]1[CH2:13][CH2:12][N:11]([C:14]2[CH:22]=[CH:21][C:17]([C:18]([OH:20])=O)=[CH:16][CH:15]=2)[CH2:10][CH2:9]1.CCN(C(C)C)C(C)C.[CH2:32]([C:40]1[CH:41]=[C:42]([NH2:45])[NH:43][N:44]=1)[CH2:33][C:34]1[CH:39]=[CH:38][CH:37]=[CH:36][CH:35]=1>C(Cl)Cl>[CH3:7][N:8]1[CH2:9][CH2:10][N:11]([C:14]2[CH:15]=[CH:16][C:17]([C:18]([NH:45][C:42]3[NH:43][N:44]=[C:40]([CH2:32][CH2:33][C:34]4[CH:39]=[CH:38][CH:37]=[CH:36][CH:35]=4)[CH:41]=3)=[O:20])=[CH:21][CH:22]=2)[CH2:12][CH2:13]1. The solvent is C(Cl)Cl (DCM), C(Cl)Cl (DCM). Conditions: temperature 0 celsius, time 1 hour. Yield: 4.6%.